From a dataset of the Open Reaction Database (ORD), a public repository of structured organic reaction records. describe an organic reaction: reactants, conditions, products, and yield The reactants are 300W, BrC1=CC2=C(C(=NO2)C)C=C1 (6-bromo-3-methyl-1,2-benzisoxazole), BrN1C(CCC1=O)=O (N-bromosuccinimide), N(=NC1(CCCCC1)C#N)C1(CCCCC1)C#N (1,1′-azobis(cyclohexanecarbonitrile)). The solvent is C(Cl)(Cl)(Cl)Cl (carbon tetrachloride). The product is BrC1=CC2=C(C(=NO2)CBr)C=C1 (6-Bromo-3-bromomethyl-1,2-benzisoxazole). The yield is 37.8%. RXN SMILES: [Br:1][C:2]1[CH:11]=[CH:10][C:5]2[C:6]([CH3:9])=[N:7][O:8][C:4]=2[CH:3]=1.[Br:12]N1C(=O)CCC1=O.N(C1(C#N)CCCCC1)=NC1(C#N)CCCCC1>C(Cl)(Cl)(Cl)Cl>[Br:1][C:2]1[CH:11]=[CH:10][C:5]2[C:6]([CH2:9][Br:12])=[N:7][O:8][C:4]=2[CH:3]=1. Procedure details: A mixture of 6-bromo-3-methyl-1,2-benzisoxazole (675 mg), N-bromosuccinimide (642 mg) and 1,1′-azobis(cyclohexanecarbonitrile) (90 mg) in carbon tetrachloride (7 ml) was irradiated using a 300W lamp at reflux under nitrogen for 40 h. On cooling the precipitate was removed by filtration, the solvent was evaporated and the residue was purified by flash chromatography on a silica column (4 cm diam) eluting with a cyclohexane-ethyl acetate gradient (49:1 to 24:1) to give the title compound as a pale...